The task is: describe an organic reaction: reactants, conditions, products, and yield. This data is from the Open Reaction Database (ORD), a public repository of structured organic reaction records. Starting materials: CO (Methanol), O (water), CC1=C(C2=C(N1S(=O)(=O)C1=CC=C(C=C1)S(=O)(=O)C)SC=C2)CC(=O)OC (methyl 2-(5-methyl-6-(4-(methylsulfonyl)phenylsulfonyl)-6H-thieno[2,3-b]pyrrol-4-yl)acetate), [OH-].[K+] (KOH). The solvent is CC(=O)O (AcOH). Run at time 1 hour. Product: CC1=C(C2=C(N1S(=O)(=O)C1=CC=C(C=C1)S(=O)(=O)C)SC=C2)CC(=O)O (2-(5-Methyl-6-(4-(methylsulfonyl)phenylsulfonyl)-6H-thieno[2,3-b]pyrrol-4-yl)acetic acid). Yield: 14.6%. Reaction SMILES: CO.O.[CH3:4][C:5]1[N:9]([S:10]([C:13]2[CH:18]=[CH:17][C:16]([S:19]([CH3:22])(=[O:21])=[O:20])=[CH:15][CH:14]=2)(=[O:12])=[O:11])[C:8]2[S:23][CH:24]=[CH:25][C:7]=2[C:6]=1[CH2:26][C:27]([O:29]C)=[O:28].[OH-].[K+]>CC(O)=O>[CH3:4][C:5]1[N:9]([S:10]([C:13]2[CH:18]=[CH:17][C:16]([S:19]([CH3:22])(=[O:21])=[O:20])=[CH:15][CH:14]=2)(=[O:11])=[O:12])[C:8]2[S:23][CH:24]=[CH:25][C:7]=2[C:6]=1[CH2:26][C:27]([OH:29])=[O:28] |f:3.4|. Procedure: Methanol (0.5 mL) and water (0.5 mL) were added to the crude methyl 2-(5-methyl-6-(4-(methylsulfonyl)phenylsulfonyl)-6H-thieno[2,3-b]pyrrol-4-yl)acetate, followed by the addition of KOH (47.5 mg, 0.846 mmol). The mixture was stirred at ambient temperature for 1 h before adding the AcOH (0.66 mL). The reaction mixture was dried under reduced pressure (Genevac®) and the residue purified by HPLC (Table 1, Method g) to afford the title compound (0.017 g, 14.6%): LC/MS (Table 1, Method b) Rt=1.89 min... The reactants are ClC1=NC(=CC(=C1)CO)Cl (2,6-dichloro-4-hydroxymethylpyridine), [OH-].[Na+] (sodium hydroxide), CO (methanol). Product: ClC1=NC(=CC(=C1)CO)OC (2-chloro-4-hydroxymethyl-6-methoxypyridine). Yield: 28.0%. Reaction SMILES: [Cl:1][C:2]1[CH:7]=[C:6]([CH2:8][OH:9])[CH:5]=[C:4](Cl)[N:3]=1.[OH-:11].[Na+].[CH3:13]O>>[Cl:1][C:2]1[CH:7]=[C:6]([CH2:8][OH:9])[CH:5]=[C:4]([O:11][CH3:13])[N:3]=1 |f:1.2|. Procedure: A mixture of 2,6-dichloro-4-hydroxymethylpyridine (1.72 g, 16 mmol) and 40% aqueous sodium hydroxide solution (5 ml) in methanol (50 ml) was heated at reflux for 24 hours. The mixture was allowed to cool and the volatiles removed by evaporation. The residue was extracted with ethyl acetate and the solvent removed from the extracts by evaporation. The residue was recrystallised from ethyl acetate/hexane to give 2-chloro-4-hydroxymethyl-6-methoxypyridine (490 mg, 28%). Starting materials: O (H2O), BrC1=CC=C(C=C1)N1CCNCC1 (1-(4-bromophenyl)piperazine), C(=O)([O-])[O-].[K+].[K+] (K2CO3), ICC (iodoethane). The solvent is CO (MeOH), CC(=O)C (acetone). Conditions: time 24 hour. The product is BrC1=CC=C(C=C1)N1CCN(CC1)CC (1-(4-bromophenyl)-4-ethylpiperazine). The yield is 24.1%. As a reaction SMILES: [Br:1][C:2]1[CH:7]=[CH:6][C:5]([N:8]2[CH2:13][CH2:12][NH:11][CH2:10][CH2:9]2)=[CH:4][CH:3]=1.C([O-])([O-])=O.[K+].[K+].I[CH2:21][CH3:22].O>CC(C)=O.CO>[Br:1][C:2]1[CH:3]=[CH:4][C:5]([N:8]2[CH2:13][CH2:12][N:11]([CH2:21][CH3:22])[CH2:10][CH2:9]2)=[CH:6][CH:7]=1 |f:1.2.3|. Procedure: To a stirred mixture of 1-(4-bromophenyl)piperazine (4.82 g, 20 mmol) and K2CO3 (5.44 g, 40 mmol) in acetone (200 mL) was added iodoethane (2.58 mL, 32 mmol) dropwise over 1 min. After addition, the resulting mixture was stirred at rt for 24 h. The resulting precipitate was filtered off and rinsed with EtOAc (2×30 mL). The filtrate was concentrated to dryness to give a white solid which was treated with H2O (60 mL). Extraction with EtOAc (100 mL+60 mL) followed by concentration gave the crude ti... The reactants are C1(CC1)C(CC(C)=O)=O (1-cyclopropylbutan-1,3-dione), Cl.NO (hydroxylamine hydrochloride), C([O-])([O-])=O.[K+].[K+] (potassium carbonate). The solvent is C(C)O (ethanol). The product is C1(CC1)C1=CC(=NO1)C (5-cyclopropyl-3-methyl isoxazole). Yield: 81.3%. As a reaction SMILES: [CH:1]1([C:4](=[O:9])[CH2:5][C:6](=O)[CH3:7])[CH2:3][CH2:2]1.Cl.[NH2:11]O.C(=O)([O-])[O-].[K+].[K+]>C(O)C>[CH:1]1([C:4]2[O:9][N:11]=[C:6]([CH3:7])[CH:5]=2)[CH2:3][CH2:2]1 |f:1.2,3.4.5|. Procedure: A mixture of 1-cyclopropylbutan-1,3-dione (65.3 g), hydroxylamine hydrochloride (36.6 g) and anhydrous potassium carbonate (71.8 g) in ethanol (375 ml) was stirred and heated at reflux for 2 hours. The mixture was cooled and filtered and the filtrate was evaporated to dryness. The residue was distilled under reduced pressure to give 5-cyclopropyl-3-methyl isoxazole containing approximately 20% 3-cyclopropyl-5-methylisoxazole (51.85 g) as a clear oil, b.p. 74° C./12 mm.Hg. Starting materials: OS(=O)(=O)[O-].[K+] (KHSO4), IC (Iodomethane), C(C)(C)(C)OC(=O)N[C@H](C(=O)O)CC#N ((S)-2-(tert-butoxycarbonylamino)-3-cyanopropanoic acid), C1CCC2=NCCCN2CC1 (DBU). Run in C(C)(=O)OCC (ethyl acetate), O (Water), C1(=CC=CC=C1)C (toluene). Run at time 2 day. Yields the product COC([C@H](CC#N)NC(=O)OC(C)(C)C)=O ((S)-methyl-2-(tert-butoxycarbonylamino)-3-cyanopropanoate). The yield is 86.3%. As a reaction SMILES: IC.[C:3]([O:7][C:8]([NH:10][C@@H:11]([CH2:15][C:16]#[N:17])[C:12]([OH:14])=[O:13])=[O:9])([CH3:6])([CH3:5])[CH3:4].[CH2:18]1CCN2C(=NCCC2)CC1.OS([O-])(=O)=O.[K+]>C1(C)C=CC=CC=1.C(OCC)(=O)C.O>[CH3:18][O:13][C:12](=[O:14])[C@@H:11]([NH:10][C:8]([O:7][C:3]([CH3:6])([CH3:5])[CH3:4])=[O:9])[CH2:15][C:16]#[N:17] |f:3.4|. Reported procedure: Iodomethane (2.18 ml, 35.01 mmol) was added to a mixture of (S)-2-(tert-butoxycarbonylamino)-3-cyanopropanoic acid (5.00 g, 23.34 mmol) and DBU (3.67 ml, 24.51 mmol) in toluene (20 mL) at rt. The reaction was stirred at 50 C for 2 days. Water (20 mL), saturated KHSO4 (20 mL) and ethyl acetate (50 mL) were added. The organic layer was separated, washed with brine and dried over sodium sulfate. After removal of solvent, the residue was purified by chromatography (hexane:Ethyl acetate=2:1) to give ... Starting materials: [Cl-].[Cl-].[Cl-].[Al+3] (aluminum trichloride), Cl (HCl), BrC1=CC(=C(C(=O)O)C=C1)[N+](=O)[O-] (4-Bromo-2-nitro-benzoic acid), S(=O)(Cl)Cl (thionyl chloride). The solvent is C1=CC=CC=C1 (benzene), CN(C)C=O (DMF). Conditions: time 1 hour. The product is BrC1=CC(=C(C=C1)C(=O)C1=CC=CC=C1)[N+](=O)[O-] ((4-Bromo-2-nitro-phenyl)-phenyl-methanone). RXN SMILES: [Br:1][C:2]1[CH:10]=[CH:9][C:5]([C:6]([OH:8])=O)=[C:4]([N+:11]([O-:13])=[O:12])[CH:3]=1.S(Cl)(Cl)=O.[Cl-].[Cl-].[Cl-].[Al+3].Cl>C1C=CC=CC=1.CN(C=O)C>[Br:1][C:2]1[CH:10]=[CH:9][C:5]([C:6]([C:2]2[CH:10]=[CH:9][CH:5]=[CH:4][CH:3]=2)=[O:8])=[C:4]([N+:11]([O-:13])=[O:12])[CH:3]=1 |f:2.3.4.5|. Procedure: In an oven dried flask was added 4-Bromo-2-nitro-benzoic acid (1.33 g, 0.0054 mol), thionyl chloride (0.77 mL, 0.010 mol) and a drop of DMF and the reaction was refluxed for 2 h. The thionyl chloride was then distilled off and benzene (20 mL) and aluminum trichloride (0.676 g, 0.0051 mol) was added to the reaction mixture and the reaction was stirred at room temp for 1 h. The crude reaction mixture was poured onto ice and conc HCl (15 mL). The organic layer was separated and the aqueous layer ex... Starting materials: C(C=C)N1C(C(C2=CC=CC=C12)=O)=O (1-allyl-1H-indole-2,3-dione), BrC1=CC(=C(C=C1)Cl)C(F)(F)F (4-bromo-1-chloro-2-(trifluoro-methyl)benzene), C1(CCCCC1)N(C1CCCCC1)C (N-cyclohexyl-N-methyl-cyclohexanamine). The reagents and catalysts are CC(C)([P](C(C)(C)C)([Pd][P](C(C)(C)C)(C(C)(C)C)C(C)(C)C)C(C)(C)C)C (Pd(P(t-Bu)3)2). Solvent: C1(=CC=CC=C1)C (toluene). Reaction conditions: temperature 80 celsius. The product is ClC1=C(C=C(C=C1)/C=C/CN1C(C(C2=CC=CC=C12)=O)=O)C(F)(F)F (1-{(2E)-3-[4-chloro-3-(trifluoromethyl)phenyl]prop-2-en-1-yl}-1H-indole-2,3-dione). RXN SMILES: [CH2:1]([N:4]1[C:12]2[C:7](=[CH:8][CH:9]=[CH:10][CH:11]=2)[C:6](=[O:13])[C:5]1=[O:14])[CH:2]=[CH2:3].Br[C:16]1[CH:21]=[CH:20][C:19]([Cl:22])=[C:18]([C:23]([F:26])([F:25])[F:24])[CH:17]=1.C1(N(C)C2CCCCC2)CCCCC1>CC(C)([P](C(C)(C)C)([Pd][P](C(C)(C)C)(C(C)(C)C)C(C)(C)C)C(C)(C)C)C.C1(C)C=CC=CC=1>[Cl:22][C:19]1[CH:20]=[CH:21][C:16](/[CH:3]=[CH:2]/[CH2:1][N:4]2[C:12]3[C:7](=[CH:8][CH:9]=[CH:10][CH:11]=3)[C:6](=[O:13])[C:5]2=[O:14])=[CH:17][C:18]=1[C:23]([F:24])([F:25])[F:26] |^1:43,49|. Procedure: Six separate oven-dried sealed tubes were charged with 1-allyl-1H-indole-2,3-dione (0.100 g, 0.534 mmol), Pd(P(t-Bu)3)2 (0.0082 g, 0.016 mmol), 4-bromo-1-chloro-2-(trifluoro-methyl)benzene (0.139 g, 0.536 mmol), dry toluene (1 mL), and N-cyclohexyl-N-methyl-cyclohexanamine (0.12 mL, 0.57 mmol) under an atmosphere of N2. The tubes were heated for 16 h at 80° C. in an oil bath, and then the reactions were cooled and concentrated in vacuo. The crude material was used in the subsequent step. The reactants are [Si](C)(C)(C(C)(C)C)O[C@H](C)[C@H]1C(N[C@@H]1[C@H](C(C(C)(O[Si](C)(C)C)C)=O)C)=O ((3S,4R)-3-[(1R)-1-(t-butyldimethylsilyloxy)ethyl]-4-[(1R)-1,3-dimethyl-3-(trimethylsilyloxy)-2-oxobutyl]-2-azetidinone), O.O.C(C(=O)O)(=O)O (oxalic acid dihydrate). Solvent: CO (methanol). Run at time 1 hour. Yields the product [Si](C)(C)(C(C)(C)C)O[C@H](C)[C@H]1C(N[C@@H]1[C@H](C(C(C)(C)O)=O)C)=O ((3S,4R)-3-[(1R)-1-(t-butyldimethylsilyloxy)ethyl]-4-[(1R)-3-hydroxy-1,3-dimethyl-2-oxobutyl]-2-azetidinone). Isolated yield 99.9%. Reaction SMILES: [Si:1]([O:8][C@@H:9]([C@@H:11]1[C@@H:14]([C@@H:15]([CH3:26])[C:16](=[O:25])[C:17]([CH3:24])([O:19][Si](C)(C)C)[CH3:18])[NH:13][C:12]1=[O:27])[CH3:10])([C:4]([CH3:7])([CH3:6])[CH3:5])([CH3:3])[CH3:2].O.O.C(O)(=O)C(O)=O>CO>[Si:1]([O:8][C@@H:9]([C@@H:11]1[C@@H:14]([C@@H:15]([CH3:26])[C:16](=[O:25])[C:17]([OH:19])([CH3:24])[CH3:18])[NH:13][C:12]1=[O:27])[CH3:10])([C:4]([CH3:7])([CH3:5])[CH3:6])([CH3:3])[CH3:2] |f:1.2.3|. Reported procedure: To a solution of (3S,4R)-3-[(1R)-1-(t-butyldimethylsilyloxy)ethyl]-4-[(1R)-1,3-dimethyl-3-(trimethylsilyloxy)-2-oxobutyl]-2-azetidinone (132 mg) in methanol (6 ml) was added oxalic acid dihydrate (200 mg) at room temperature and the mixture was stirred for 1 hour. The reaction mixture was evaporated, and diethyl ether (30 ml) and saturated aqueous sodium bicarbonate (10 ml) were slowly added to the residue. The solution was extracted twice with diethyl ether, and the extracts were combined and w... Reactants: BrC=1C=C2C=NNC2=CC1F (5-bromo-6-fluoro-1H-indazole), IN1C(CCC1=O)=O (N-iodosuccinimide). The solvent is C(C)(=O)OCC (ethyl acetate), CN(C=O)C (N,N-dimethylformamide). Reaction conditions: temperature 70 celsius, time 2 day. Yields the product BrC=1C=C2C(=NNC2=CC1F)I (5-Bromo-6-fluoro-3-iodo-1H-indazole). Isolated yield 91.5%. RXN SMILES: [Br:1][C:2]1[CH:3]=[C:4]2[C:8](=[CH:9][C:10]=1[F:11])[NH:7][N:6]=[CH:5]2.[I:12]N1C(=O)CCC1=O>CN(C)C=O.C(OCC)(=O)C>[Br:1][C:2]1[CH:3]=[C:4]2[C:8](=[CH:9][C:10]=1[F:11])[NH:7][N:6]=[C:5]2[I:12]. Procedure details: To a solution of 10.0 g of 5-bromo-6-fluoro-1H-indazole in 150 mL of N,N-dimethylformamide was added 10.5 g of N-iodosuccinimide at room temperature, and stirred at 70° C. for 2 days. Then the solution was diluted with ethyl acetate, washed successively with aqueous ammonium chloride and saturated brine, dried over anhydrous magnesium sulfate, and the solvent was evaporated. The crystals precipitated by adding diethyl ether to the residue were collected by filtration. The filtrate was further co...